From a dataset of the Open Reaction Database (ORD), a public repository of structured organic reaction records. describe an organic reaction: reactants, conditions, products, and yield The reactants are CC(C)(C)NS(=O)(=O)c1cncc(-c2ccc3nc(NC(=O)NCCNC(=O)OC(C)(C)C)nn3c2)c1, ClCCl, Cl. Yields the product CC(C)(C)NS(=O)(=O)c1cncc(-c2ccc3nc(NC(=O)NCCN)nn3c2)c1. Reaction SMILES: [C:1]([CH3:2])([CH3:3])([CH3:4])[NH:5][S:6](=[O:7])(=[O:8])[c:9]1[cH:10][c:11](-[c:15]2[cH:16][cH:17][c:18]3[n:19]([cH:20]2)[n:21][c:22]([NH:24][C:25]([NH:26][CH2:27][CH2:28][NH:29][C:30](=[O:31])[O:32][C:33]([CH3:34])([CH3:35])[CH3:36])=[O:37])[n:23]3)[cH:12][n:13][cH:14]1.[Cl:38][CH2:39][Cl:40].[ClH:41]>>[C:1]([CH3:2])([CH3:3])([CH3:4])[NH:5][S:6](=[O:7])(=[O:8])[c:9]1[cH:10][c:11](-[c:15]2[cH:16][cH:17][c:18]3[n:19]([cH:20]2)[n:21][c:22]([NH:24][C:25]([NH:26][CH2:27][CH2:28][NH2:29])=[O:37])[n:23]3)[cH:12][n:13][cH:14]1. The reactants are BrCCCC=1C=C(C(=O)N)C=CC1 (3-(3-bromopropyl)benzamide), BrCCCC=1C=C(C(=O)N)C=CC1 (3-(3-bromopropyl)benzamide), C1(C=2C(C(N1)=O)=CC=CC2)=O.[K] (potassium phthalimide). Solvent: CN(C=O)C (dimethylformamide). Yields the product C(N)(=O)C=1C=C(C=CC1)CCCN1C(C=2C(C1=O)=CC=CC2)=O (N-[3-(3-carbamoylphenyl)propyl]phthalimide). Yield: 97.0%. As a reaction SMILES: Br[CH2:2][CH2:3][CH2:4][C:5]1[CH:6]=[C:7]([CH:11]=[CH:12][CH:13]=1)[C:8]([NH2:10])=[O:9].[C:14]1(=[O:24])[NH:18][C:17](=[O:19])[C:16]2=[CH:20][CH:21]=[CH:22][CH:23]=[C:15]12.[K]>CN(C)C=O>[C:8]([C:7]1[CH:6]=[C:5]([CH2:4][CH2:3][CH2:2][N:18]2[C:17](=[O:19])[C:16]3=[CH:20][CH:21]=[CH:22][CH:23]=[C:15]3[C:14]2=[O:24])[CH:13]=[CH:12][CH:11]=1)(=[O:9])[NH2:10] |f:1.2,^1:24|. Procedure details: A mixture of 14.0 g (0.057 mole) 3-(3-bromopropyl)benzamide (the product of step (d)), 11.5 g potassium phthalimide and 26.3 ml dimethylformamide was heated to reflux under argon gas for four hours. The heat source was removed and the mixture was stirred to cool to room temperature. Water (about 85 ml) was added. The resulting slurry was stirred for 20 minutes, then filtered and washed three times with about 50 ml cold water (each wash made a slurry solution in the funnel). The solids were then ...